From a dataset of the Open Reaction Database (ORD), a public repository of structured organic reaction records. describe an organic reaction: reactants, conditions, products, and yield The reactants are IC=1C=C(C=CC1)NC1=C(C=C(C=C1)C#N)[N+](=O)[O-] (N-(3-Iodophenyl)-4-cyano-2-nitroaniline), ice water, [Cl-].[NH4+] (ammonium chloride), O.O.O.O.O.O.O.O.O.[S-2].[Na+].[Na+] (sodium sulfide nonahydrate). The solvent is CO (methanol). As a reaction SMILES: [I:1][C:2]1[CH:3]=[C:4]([NH:8][C:9]2[CH:14]=[CH:13][C:12]([C:15]#[N:16])=[CH:11][C:10]=2[N+:17]([O-])=O)[CH:5]=[CH:6][CH:7]=1.[Cl-].[NH4+].O.O.O.O.O.O.O.O.O.[S-2].[Na+].[Na+]>CO>[NH2:17][C:10]1[CH:11]=[C:12]([C:15]#[N:16])[CH:13]=[CH:14][C:9]=1[NH:8][C:4]1[CH:5]=[CH:6][CH:7]=[C:2]([I:1])[CH:3]=1 |f:1.2,3.4.5.6.7.8.9.10.11.12.13.14|. Procedure: To a suspension of (29): (2.1 g, 5.75 mmol) in methanol (50 ml) is added ammonium chloride (0.92 g, 17.25 mmol) and sodium sulfide nonahydrate (4.14 g, 17.25 mmol) and the mixture is heated to reflux for 1.5 hours. After cooling the mixture is poured into ice-water (200 ml) and the product is filtered off, washed with water and dried to leave 1.8 g (93%) of the title compound. Mp. 170-172° C. Product: NC1=C(NC2=CC(=CC=C2)I)C=CC(=C1)C#N (2-amino-(N-(3-iodophenyl))-4-cyanoaniline). The yield is 93.0%. Reactants: O (Water), N1=CC(=CC=C1)NC(OCC(Cl)(Cl)Cl)=O (2,2,2-trichloroethyl pyridin-3-ylcarbamate), FC1=C(C=CC=C1F)C=1N=C(SC1)N1CCNCC1 (1-[4-(2,3-difluorophenyl)-1,3-thiazol-2-yl]piperazine), C(C)(C)N(CC)C(C)C (diisopropylethylamine). The solvent is CS(=O)C (dimethyl sulfoxide). Reaction conditions: temperature 70 celsius, time 15 hour. The product is FC1=C(C=CC=C1F)C=1N=C(SC1)N1CCN(CC1)C(=O)NC=1C=NC=CC1 (4-[4-(2,3-Difluorophenyl)-1,3-thiazol-2-yl]-N-pyridin-3-ylpiperazine-1-carboxamide). The yield is 55.0%. RXN SMILES: [N:1]1[CH:6]=[CH:5][CH:4]=[C:3]([NH:7][C:8](=[O:15])OCC(Cl)(Cl)Cl)[CH:2]=1.[F:16][C:17]1[C:22]([F:23])=[CH:21][CH:20]=[CH:19][C:18]=1[C:24]1[N:25]=[C:26]([N:29]2[CH2:34][CH2:33][NH:32][CH2:31][CH2:30]2)[S:27][CH:28]=1.C(N(C(C)C)CC)(C)C.O>CS(C)=O>[F:16][C:17]1[C:22]([F:23])=[CH:21][CH:20]=[CH:19][C:18]=1[C:24]1[N:25]=[C:26]([N:29]2[CH2:34][CH2:33][N:32]([C:8]([NH:7][C:3]3[CH:2]=[N:1][CH:6]=[CH:5][CH:4]=3)=[O:15])[CH2:31][CH2:30]2)[S:27][CH:28]=1. Reported procedure: A mixture of 2,2,2-trichloroethyl pyridin-3-ylcarbamate (211 mg, 0.782 mmol), 1-[4-(2,3-difluorophenyl)-1,3-thiazol-2-yl]piperazine (200 mg, 0.711 mmol) and diisopropylethylamine (0.248 ml, 1.42 mmol) in dimethyl sulfoxide (2.5 ml) was stirred at 70° C. for 15 hours. Water was poured to the reaction mixture, and the mixture was extracted with ethyl acetate. The extract was washed with water, and dried over anhydrous magnesium sulfate, and the solvent was distilled off under reduced pressure. The... The reactants are CN(N)C(=S)NC (2,4-dimethylthiosemicarbazide), N1=CC=CC=C1 (pyridine), S1C(=CC=C1)C(=O)Cl (2-thiophenecarbonyl chloride), N1=CC=CC=C1 (pyridine). Run in CCOCC (Et2O). Product: CN(NC(=O)C=1SC=CC1)C(=S)NC (2,4-Dimethyl-1-(2-thienoyl)thiosemicarbazide). RXN SMILES: [CH3:1][N:2]([C:4]([NH:6][CH3:7])=[S:5])[NH2:3].N1C=CC=CC=1.[S:14]1[CH:18]=[CH:17][CH:16]=[C:15]1[C:19](Cl)=[O:20]>CCOCC>[CH3:1][N:2]([C:4]([NH:6][CH3:7])=[S:5])[NH:3][C:19]([C:15]1[S:14][CH:18]=[CH:17][CH:16]=1)=[O:20]. Reported procedure: To a stirred, room temperature, solution of 2,4-dimethylthiosemicarbazide (3.75 g, 3.15×10-2 mole) and pyridine (30 ml) was added dropwise 2-thiophenecarbonyl chloride (3.20 ml, 2.99×10-2 mole). After stirring overnight the pyridine was evaporated at reduced pressure and the concentrate was treated with H2O. The resulting semi-solid was extracted into ethyl acetate. The ethyl acetate extract was washed with saturated NaCl and subsequently dried over anhydrous Na2SO4. The drying agent was removed...